From a dataset of the Open Reaction Database (ORD), a public repository of structured organic reaction records. describe an organic reaction: reactants, conditions, products, and yield Reactants: O=C([O-])O, COC(=O)Cl, ClCCl, Cl, NC1CCN(c2ccc(N3CC(Cn4ccnn4)OC3=O)cc2F)C1, [Na+]. The product is COC(=O)NC1CCN(c2ccc(N3CC(Cn4ccnn4)OC3=O)cc2F)C1. Reaction SMILES: [C:27](=[O:28])([OH:29])[O-:30].[Cl:32][C:33](=[O:34])[O:35][CH3:36].[Cl:37][CH2:38][Cl:39].[ClH:1].[NH2:2][CH:3]1[CH2:4][N:5]([c:8]2[c:9]([F:26])[cH:10][c:11]([N:14]3[C:15](=[O:25])[O:16][CH:17]([CH2:19][n:20]4[n:21][n:22][cH:23][cH:24]4)[CH2:18]3)[cH:12][cH:13]2)[CH2:6][CH2:7]1.[Na+:31]>>[NH:2]([CH:3]1[CH2:4][N:5]([c:8]2[c:9]([F:26])[cH:10][c:11]([N:14]3[C:15](=[O:25])[O:16][CH:17]([CH2:19][n:20]4[n:21][n:22][cH:23][cH:24]4)[CH2:18]3)[cH:12][cH:13]2)[CH2:6][CH2:7]1)[C:33](=[O:34])[O:35][CH3:36]. Reactants: CCCCCCCCCOC(=O)c1cc(-c2csc(-c3ccc(OCC)c(OCC)c3)n2)ccc1OCOC, CCO, Cl. The product is CCCCCCCCCOC(=O)c1cc(-c2csc(-c3ccc(OCC)c(OCC)c3)n2)ccc1O. As a reaction SMILES: [CH2:1]([CH3:2])[O:3][c:4]1[cH:5][c:6](-[c:13]2[s:14][cH:15][c:16](-[c:18]3[cH:19][c:20]([C:28](=[O:29])[O:30][CH2:31][CH2:32][CH2:33][CH2:34][CH2:35][CH2:36][CH2:37][CH2:38][CH3:39])[c:21]([O:24][CH2:25][O:26][CH3:27])[cH:22][cH:23]3)[n:17]2)[cH:7][cH:8][c:9]1[O:10][CH2:11][CH3:12].[CH3:41][CH2:42][OH:43].[ClH:40]>>[CH2:1]([CH3:2])[O:3][c:4]1[cH:5][c:6](-[c:13]2[s:14][cH:15][c:16](-[c:18]3[cH:19][c:20]([C:28](=[O:29])[O:30][CH2:31][CH2:32][CH2:33][CH2:34][CH2:35][CH2:36][CH2:37][CH2:38][CH3:39])[c:21]([OH:24])[cH:22][cH:23]3)[n:17]2)[cH:7][cH:8][c:9]1[O:10][CH2:11][CH3:12]. The reactants are [Cl-].[Li+] (lithium chloride), FC(COS(=O)(=O)C1=CC=C(C=C1)C)(C(F)(F)F)F (2,2,3,3,3-pentafluoropropyl-p-toluenesulfonate). Run in CN1C(CCC1)=O (N-methylpyrrolidone). Product: ClCC(C(F)(F)F)(F)F (1-chloro-2,2,3,3,3-pentafluoropropane). As a reaction SMILES: [Cl-:1].[Li+].[F:3][C:4]([F:21])([C:17]([F:20])([F:19])[F:18])[CH2:5]OS(C1C=CC(C)=CC=1)(=O)=O>CN1CCCC1=O>[Cl:1][CH2:5][C:4]([F:21])([F:3])[C:17]([F:20])([F:19])[F:18] |f:0.1|. Procedure: Until HCFC-225ca becomes available in commercial quantities, HCFC-225ca may be prepared by a standard and well-known organic synthesis technique. For example, to prepare 1,1-dichloro-2,2,3,3,3-pentafluoropropane, 2,2,3,3,3-pentafluoro-1-propanol and p-toluenesulfonate chloride are reacted together to form 2,2,3,3,3-pentafluoropropyl-p-toluenesulfonate. Then, N-methylpyrrolidone, lithium chloride, and the 2,2,3,3,3-pentafluoropropyl-p-toluenesulfonate are reacted together to form 1-chloro-2,2,3,3...